From a dataset of the Open Reaction Database (ORD), a public repository of structured organic reaction records. describe an organic reaction: reactants, conditions, products, and yield Starting materials: CC(C)OC1=C(C(=O)C1=O)OC(C)C (diisopropyl squarate), [Sn](CCCC)(CCCC)(CCCC)[Si](C)(C)C (n-Bu3SnSi(CH3)3). Reagents/catalysts: O1CCCC1 (tetrahydrofuran). Run in O1CCCC1 (tetrahydrofuran). Reaction conditions: time 2 hour. Product: CC(C)OC1=C(C(C1=O)=O)[Sn](CCCC)(CCCC)CCCC (4-(2-Propoxy)-3-(tri-n-butylstannyl)cyclobut-3-ene-1,2-dione). Isolated yield 67.0%. RXN SMILES: CC(O[C:5]1[C:9](=[O:10])[C:7](=[O:8])[C:6]=1[O:11][CH:12]([CH3:14])[CH3:13])C.[Sn:15]([Si](C)(C)C)([CH2:24][CH2:25][CH2:26][CH3:27])([CH2:20][CH2:21][CH2:22][CH3:23])[CH2:16][CH2:17][CH2:18][CH3:19]>O1CCCC1>[CH3:14][CH:12]([O:11][C:6]1[C:7](=[O:8])[C:9](=[O:10])[C:5]=1[Sn:15]([CH2:20][CH2:21][CH2:22][CH3:23])([CH2:24][CH2:25][CH2:26][CH3:27])[CH2:16][CH2:17][CH2:18][CH3:19])[CH3:13]. Procedure: A solution of 0.052M n-Bu4N+CN- in tetrahydrofuran (7.69 mL, 0.4 mmol) was added dropwise to a stirred solution at -20° C. of diisopropyl squarate (3.96 g, 0.020 mol) and n-Bu3SnSi(CH3)3 (7.27 g, 0.020 mol) in tetrahydrofuran (154 mL). Stirring was continued at -20° C. for 2 hrs. The solution was concentrated and the residue chromatographed on SiO2 with diethyl ether-hexane (10:90) to afford the title compound (5.75 g, 67% yield) as a yellow oil. The reactants are CN(C)CCN, CC(=O)O, CCO, CCC(=O)c1cc(Cl)ccc1NS(=O)(=O)C(F)(F)F, O=C1c2ccccc2C(=O)N1OCc1cccs1. Product: CCC(=NOCc1cccs1)c1cc(Cl)ccc1NS(=O)(=O)C(F)(F)F. RXN SMILES: [CH3:1][N:2]([CH3:3])[CH2:4][CH2:5][NH2:6].[CH3:25][C:26](=[O:27])[OH:28].[CH3:48][CH2:49][OH:50].[Cl:29][c:30]1[cH:31][c:32]([C:44]([CH2:45][CH3:46])=[O:47])[c:33]([NH:36][S:37](=[O:38])(=[O:39])[C:40]([F:41])([F:42])[F:43])[cH:34][cH:35]1.[s:7]1[c:8]([CH2:12][O:13][N:14]2[C:15](=[O:16])[c:17]3[cH:18][cH:19][cH:20][cH:21][c:22]3[C:23]2=[O:24])[cH:9][cH:10][cH:11]1>>[s:7]1[c:8]([CH2:12][O:13][N:14]=[C:44]([c:32]2[cH:31][c:30]([Cl:29])[cH:35][cH:34][c:33]2[NH:36][S:37](=[O:38])(=[O:39])[C:40]([F:41])([F:42])[F:43])[CH2:45][CH3:46])[cH:9][cH:10][cH:11]1. Starting materials: ClCN1OC(=CC1=O)C (2-chloromethyl-5-methyl-4-isoxazolin-3-one), P(=S)(OCCC)(OCCC)[S-].[K+] (potassium O,O-di-n-propyl dithiophosphate). Solvent: CC(=O)C (acetone). Conditions: time 1 hour. Yields the product P(OCCC)(OCCC)(=S)SCN1OC(=CC1=O)C (O,O-di-n-propyl S-(5-methyl-3-oxo-4-isoxazolin-2-ylmethyl) phosphorodithioate). The yield is 73.6%. As a reaction SMILES: Cl[CH2:2][N:3]1[C:7](=[O:8])[CH:6]=[C:5]([CH3:9])[O:4]1.[P:10]([S-:20])([O:16][CH2:17][CH2:18][CH3:19])([O:12][CH2:13][CH2:14][CH3:15])=[S:11].[K+]>CC(C)=O>[P:10]([S:20][CH2:2][N:3]1[C:7](=[O:8])[CH:6]=[C:5]([CH3:9])[O:4]1)(=[S:11])([O:16][CH2:17][CH2:18][CH3:19])[O:12][CH2:13][CH2:14][CH3:15] |f:1.2|. Procedure details: To a solution of 1.48 g of the 2-chloromethyl-5-methyl-4-isoxazolin-3-one thus obtained in 30 ml of acetone were added 2.52 g of crystalline potassium O,O-di-n-propyl dithiophosphate, and the resulting mixture was then stirred for 1 hour at ambient temperature. The acetone was then evaporated off and the residue was purified by column chromatography through silica gel eluted with a 20:1 by volume mixture of benzene and acetone. There were obtained 2.39 g (73.5% of theory) of O,O-di-n-propyl S-(5... Procedure: 114 mg of 2-[2-amino-4-(1,3-dihydroisoindole-2-carbonyl)quinazolin-6-yl]-5-fluorobenzaldehyde are dissolved in 2 ml of 1,2-dichloroethane and 2 ml of tetrahydrofuran. 57 μl of 2-(ethylamino)ethanol and 28 μl of glacial acetic acid are added, and the mixture is stirred at 60° C. for 6 h. After cooling to 25° C., 216 mg of sodium triacetoxyborohydride are added, and the mixture is stirred at 25° C. for a further 12 h. The mixture is poured into water, extracted three times with dichloromethane, an... Reaction SMILES: [NH2:1][C:2]1[N:11]=[C:10]([C:12]([N:14]2[CH2:22][C:21]3[C:16](=[CH:17][CH:18]=[CH:19][CH:20]=3)[CH2:15]2)=[O:13])[C:9]2[C:4](=[CH:5][CH:6]=[C:7]([C:23]3[CH:30]=[CH:29][C:28]([F:31])=[CH:27][C:24]=3[CH:25]=O)[CH:8]=2)[N:3]=1.[CH2:32]([NH:34][CH2:35][CH2:36][OH:37])[CH3:33].C(O)(=O)C.C(O[BH-](OC(=O)C)OC(=O)C)(=O)C.[Na+]>ClCCCl.O1CCCC1.O>[NH2:1][C:2]1[N:11]=[C:10]([C:12]([N:14]2[CH2:22][C:21]3[C:16](=[CH:17][CH:18]=[CH:19][CH:20]=3)[CH2:15]2)=[O:13])[C:9]2[C:4](=[CH:5][CH:6]=[C:7]([C:23]3[CH:30]=[CH:29][C:28]([F:31])=[CH:27][C:24]=3[CH2:25][N:34]([CH2:32][CH3:33])[CH2:35][CH2:36][OH:37])[CH:8]=2)[N:3]=1 |f:3.4|. Run at temperature 60 celsius, time 6 hour. Solvent: ClCCCl (1,2-dichloroethane), O (water), O1CCCC1 (tetrahydrofuran). Starting materials: C(C)(=O)O[BH-](OC(C)=O)OC(C)=O.[Na+] (sodium triacetoxyborohydride), C(C)NCCO (2-(ethylamino)ethanol), C(C)(=O)O (acetic acid), NC1=NC2=CC=C(C=C2C(=N1)C(=O)N1CC2=CC=CC=C2C1)C1=C(C=O)C=C(C=C1)F (2-[2-amino-4-(1,3-dihydroisoindole-2-carbonyl)quinazolin-6-yl]-5-fluorobenzaldehyde). The product is NC1=NC2=CC=C(C=C2C(=N1)C(=O)N1CC2=CC=CC=C2C1)C1=C(C=C(C=C1)F)CN(CCO)CC ([2-Amino-6-(2-{[ethyl-(2-hydroxyethyl)amino]methyl}-4-fluorophenyl)quinazolin-4-yl]-(1,3-dihydroisoindol-2-yl)methanone). Reactants: ClC=1C(=NC=C(C1)Cl)C1=NN(C(=C1)C(F)(F)F)C (3-(3,5-dichloro-2-pyridyl)-5-trifluoromethyl-1-methyl-[1H]-pyrazole), C(C)(=O)O (acetic acid), ClCl (chlorine). Solvent: CCCCCC.C(C)(=O)OCC (n-hexane ethyl acetate). Product: ClC=1C(=NC=C(C1)Cl)C1=NN(C(=C1Cl)C(F)(F)F)C (3-(3,5-Dichloro-2-pyridyl)-4-chloro-5-trifluoromethyl-1-methyl-[1H]-pyrazole). The yield is 90.0%. As a reaction SMILES: [Cl:1][C:2]1[C:3]([C:9]2[CH:13]=[C:12]([C:14]([F:17])([F:16])[F:15])[N:11]([CH3:18])[N:10]=2)=[N:4][CH:5]=[C:6]([Cl:8])[CH:7]=1.C(O)(=O)C.[Cl:23]Cl>CCCCCC.C(OCC)(=O)C>[Cl:1][C:2]1[C:3]([C:9]2[C:13]([Cl:23])=[C:12]([C:14]([F:17])([F:16])[F:15])[N:11]([CH3:18])[N:10]=2)=[N:4][CH:5]=[C:6]([Cl:8])[CH:7]=1 |f:3.4|. Procedure: 2.0 g of 3-(3,5-dichloro-2-pyridyl)-5-trifluoromethyl-1-methyl-[1H]-pyrazole (Example P11) are introduced into glacial acetic acid at 40° C. and, with stirring, chlorine gas is slowly passed over the solution. The reaction can be monitored analytically by means of thin-layer chromatography (silica gel 60 F254, eluant: n-hexanelethyl acetate 4/1, UV). Once starting material can no longer be detected, glacial acetic acid is removed in vacuo and the residue is partitioned between dilute aqueous sod... Reactants: ClC1=C(C=CC(=C1)Cl)C=1C(NC(=CN1)C(F)(F)F)=O (3-(2,4-dichlorophenyl)-6-trifluoromethyl-2-oxo-1,2-dihydropyrazine), ClC1=C(C=CC(=C1)Cl)C=1C(NC(=CN1)C(F)(F)F)=O (3-(2,4-dichlorophenyl)-6-trifluoromethyl-2-oxo-1,2-dihydropyrazine), C([O-])([O-])=O.[K+].[K+] (potassium carbonate), CI (methyl iodide), O (water). Run in CN(C=O)C (N,N-dimethylformamide). Run at temperature 100 celsius, time 2 day. Yields the product ClC1=C(C=CC(=C1)Cl)C=1C(N(C(=CN1)C(F)(F)F)C)=O (3-(2,4-dichlorophenyl)-1-methyl-6-trifluoromethyl-2-oxo-1,2-dihydropyrazine). Yield: 64.6%. RXN SMILES: [Cl:1][C:2]1[CH:7]=[C:6]([Cl:8])[CH:5]=[CH:4][C:3]=1[C:9]1[C:10](=[O:19])[NH:11][C:12]([C:15]([F:18])([F:17])[F:16])=[CH:13][N:14]=1.[C:20](=O)([O-])[O-].[K+].[K+].CI.O>CN(C)C=O>[Cl:1][C:2]1[CH:7]=[C:6]([Cl:8])[CH:5]=[CH:4][C:3]=1[C:9]1[C:10](=[O:19])[N:11]([CH3:20])[C:12]([C:15]([F:16])([F:18])[F:17])=[CH:13][N:14]=1 |f:1.2.3|. Procedure details: First, 1.20 g of 3-(2,4-dichlorophenyl)-6-trifluoromethyl-2-oxo-1,2-dihydropyrazine (compound 1-1007) was dissolved in 6.0 ml of N,N-dimethylformamide, to which 0.83 g of potassium carbonate and 0.51 ml of methyl iodide were added, and the mixture was stirred at 100° C. for 2 days. After completion of the reaction, the reaction mixture was poured into water, followed by extraction with ethyl acetate. The organic layer was washed with saturated sodium chloride solution, dried with anhydrous magne... Reactants: C1(CCCC1)NC1=NC(=CC(=N1)Cl)Cl (2-Cyclopentylamino-4,6-dichloropyrimidine), N1CCCC1 (pyrrolidine). Product: C1(CCCC1)NC1=NC(=CC(=N1)Cl)N1CCCC1 (2-cyclopentylamino-4-chloro-6-pyrrolidinopyrimidine). Isolated yield 72.4%. As a reaction SMILES: [CH:1]1([NH:6][C:7]2[N:12]=[C:11](Cl)[CH:10]=[C:9]([Cl:14])[N:8]=2)[CH2:5][CH2:4][CH2:3][CH2:2]1.[NH:15]1[CH2:19][CH2:18][CH2:17][CH2:16]1>>[CH:1]1([NH:6][C:7]2[N:8]=[C:9]([Cl:14])[CH:10]=[C:11]([N:15]3[CH2:19][CH2:18][CH2:17][CH2:16]3)[N:12]=2)[CH2:2][CH2:3][CH2:4][CH2:5]1. Procedure details: 2-Cyclopentylamino-4,6-dichloropyrimidine is reacted with pyrrolidine as described in Example 12 to give the title compound as an oily product in a yield of 72.4%. The reactants are [H][H] (Hydrogen), CC=1NC(SC1C(C1=CC=C(C=C1)SC)=O)=O (4-methyl-5-[4-(methylthio)benzoyl)-2(3H)-thiazolone), O (water). Solvent: C(C)(=O)O (acetic acid). Reaction conditions: temperature 50 celsius, time 3 hour. Yields the product CC=1NC(SC1C(C1=CC=C(C=C1)S(=O)C)=O)=O (4-Methyl-5-[4-(Methylsulfinyl)benzoyl]-2(3H)Thiazolone). RXN SMILES: [H][H].[CH3:3][C:4]1[NH:5][C:6](=[O:19])[S:7][C:8]=1[C:9](=[O:18])[C:10]1[CH:15]=[CH:14][C:13]([S:16][CH3:17])=[CH:12][CH:11]=1.[OH2:20]>C(O)(=O)C>[CH3:3][C:4]1[NH:5][C:6](=[O:19])[S:7][C:8]=1[C:9](=[O:18])[C:10]1[CH:11]=[CH:12][C:13]([S:16]([CH3:17])=[O:20])=[CH:14][CH:15]=1. Procedure details: Hydrogen peroxude (1 equivalent, 30%) is added to a solution of 4-methyl-5-[4-(methylthio)benzoyl)-2(3H)-thiazolone (2.7 g) in glacial acetic acid (80 ml). The mixture is stirred for 3 hours at 50° C. The precipatate obtained on addition of water is recrystallized from ethanol to give the title compound. Reactants: COC(=O)C1=NC(=C(N=C1)N1CCCCC1)Br (6-bromo-5-piperidin-1-yl-pyrazine-2-carboxylic acid methyl ester), C(C)(C)O (isopropanol), [H-].[Na+] (NaH), [OH-].[K+] (KOH). Run in CN(C)C=O (DMF), C(=O)O (Formic acid), O1CCOCC1 (dioxane), O (Water). Run at temperature 60 celsius. Product: C(C)(C)OC1=C(N=CC(=N1)C(=O)O)N1CCCCC1 (6-Isopropoxy-5-piperidin-1-yl-pyrazine-2-carboxylic acid). Isolated yield 21.3%. Reaction SMILES: C[O:2][C:3]([C:5]1[CH:10]=[N:9][C:8]([N:11]2[CH2:16][CH2:15][CH2:14][CH2:13][CH2:12]2)=[C:7](Br)[N:6]=1)=[O:4].[CH:18]([OH:21])([CH3:20])[CH3:19].[H-].[Na+].[OH-].[K+]>O1CCOCC1.CN(C=O)C.C(O)=O.O>[CH:18]([O:21][C:7]1[N:6]=[C:5]([C:3]([OH:2])=[O:4])[CH:10]=[N:9][C:8]=1[N:11]1[CH2:16][CH2:15][CH2:14][CH2:13][CH2:12]1)([CH3:20])[CH3:19] |f:2.3,4.5|. Procedure details: A mixture of 0.212 g (0.707 mmol) 6-bromo-5-piperidin-1-yl-pyrazine-2-carboxylic acid methyl ester, 0.006 g (0.778 mmol) isopropanol and 0.034 g (0.778 mmol) NaH (55% dispersion in oil) in 1.7 mL dioxane was heated to 60° C. for 16 h. Water and 5N KOH was added and the mixture was heated to 50° C. for 4 h. Formic acid and DMF was added and the mixture was subjected to purification by preparative HPLC on reversed phase eluting with a gradient formed from acetonitrile, water and formic acid. The p... Reactants: CN(C)C1(c2ccccc2)CCC(NCc2ccccc2)CC1, CCC(C)=O, C[Si](C)(C)Cl, Cl, O. Product: CN(C)C1(c2ccccc2)CCC(NCc2ccccc2)CC1, Cl. Reaction SMILES: [CH2:1]([c:2]1[cH:3][cH:4][cH:5][cH:6][cH:7]1)[NH:8][CH:9]1[CH2:10][CH2:11][C:12]([N:15]([CH3:16])[CH3:17])([c:18]2[cH:19][cH:20][cH:21][cH:22][cH:23]2)[CH2:13][CH2:14]1.[CH3:31][C:32](=[O:33])[CH2:34][CH3:35].[Cl:26][Si:27]([CH3:28])([CH3:29])[CH3:30].[ClH:24].[OH2:25]>>[CH2:1]([c:2]1[cH:3][cH:4][cH:5][cH:6][cH:7]1)[NH:8][CH:9]1[CH2:10][CH2:11][C:12]([N:15]([CH3:16])[CH3:17])([c:18]2[cH:19][cH:20][cH:21][cH:22][cH:23]2)[CH2:13][CH2:14]1.[ClH:26].